Dataset: the Open Reaction Database (ORD), a public repository of structured organic reaction records. Task: describe an organic reaction: reactants, conditions, products, and yield Reactants: C(C)OC(=O)C=1NC2=CC=C(C=C2C1)Cl (5-chloro-1H-indole-2-carboxylic acid ethyl ester), BrCC=1C2=C(SC1)C=CC(=C2)F (3-bromomethyl-5-fluoro-benzo[b]thiophene). The product is ClC=1C=C2C=C(N(C2=CC1)CC=1C2=C(SC1)C=CC(=C2)F)C(=O)O (5-Chloro-1-(5-fluoro-benzo[b]thiophen-3-ylmethyl)-1H-indole-2-carboxylic acid). Reaction SMILES: C([O:3][C:4]([C:6]1[NH:7][C:8]2[C:13]([CH:14]=1)=[CH:12][C:11]([Cl:15])=[CH:10][CH:9]=2)=[O:5])C.Br[CH2:17][C:18]1[C:19]2[CH:26]=[C:25]([F:27])[CH:24]=[CH:23][C:20]=2[S:21][CH:22]=1>>[Cl:15][C:11]1[CH:12]=[C:13]2[C:8](=[CH:9][CH:10]=1)[N:7]([CH2:17][C:18]1[C:19]3[CH:26]=[C:25]([F:27])[CH:24]=[CH:23][C:20]=3[S:21][CH:22]=1)[C:6]([C:4]([OH:3])=[O:5])=[CH:14]2. Reported procedure: Using general procedure B, 5-chloro-1H-indole-2-carboxylic acid ethyl ester was coupled with 3-bromomethyl-5-fluoro-benzo[b]thiophene (Lit. 18) and the product obtained was hydrolyzed to give the title compound as white solid. MS: 358.1 ([M−H]−). Starting materials: CCC1(OC(C)=O)C(=O)OCc2c1cc1n(c2=O)Cc2c-1nc1cccc3nc(N(C)C)n(CC(C)C)c2c13, CO, Cl, NN. Yields the product Cl, CCC1(O)C(=O)OCc2c1cc1n(c2=O)Cc2c-1nc1cccc3nc(N(C)C)n(CC(C)C)c2c13. Reaction SMILES: [C:1](=[O:2])([CH3:3])[O:4][C:5]1([CH2:38][CH3:39])[C:6](=[O:37])[O:7][CH2:8][c:9]2[c:10](=[O:36])[n:11]3[c:33]([cH:34][c:35]21)-[c:14]1[c:13]([c:18]2[c:17]4[c:16]([n:15]1)[cH:25][cH:24][cH:23][c:22]4[n:21][c:20]([N:26]([CH3:27])[CH3:28])[n:19]2[CH2:29][CH:30]([CH3:31])[CH3:32])[CH2:12]3.[CH3:43][OH:44].[ClH:42].[NH2:40][NH2:41]>>[ClH:42].[OH:4][C:5]1([CH2:38][CH3:39])[C:6](=[O:37])[O:7][CH2:8][c:9]2[c:10](=[O:36])[n:11]3[c:33]([cH:34][c:35]21)-[c:14]1[c:13]([c:18]2[c:17]4[c:16]([n:15]1)[cH:25][cH:24][cH:23][c:22]4[n:21][c:20]([N:26]([CH3:27])[CH3:28])[n:19]2[CH2:29][CH:30]([CH3:31])[CH3:32])[CH2:12]3. Reactants: C#CCCCO, [Cu]I, COC(=O)c1ccc(I)cc1, Cl[Pd]Cl, c1ccc(P(c2ccccc2)c2ccccc2)cc1, c1ccc(P(c2ccccc2)c2ccccc2)cc1. Product: COC(=O)c1ccc(C#CCCCO)cc1. Reaction SMILES: [CH2:12]([CH2:13][CH2:14][C:15]#[CH:16])[OH:17].[Cu:59][I:60].[I:1][c:2]1[cH:3][cH:4][c:5]([C:6](=[O:7])[O:8][CH3:9])[cH:10][cH:11]1.[Pd:18]([Cl:19])[Cl:20].[c:21]1([P:22]([c:23]2[cH:24][cH:25][cH:26][cH:27][cH:28]2)[c:29]2[cH:30][cH:31][cH:32][cH:33][cH:34]2)[cH:35][cH:36][cH:37][cH:38][cH:39]1.[c:40]1([P:41]([c:42]2[cH:43][cH:44][cH:45][cH:46][cH:47]2)[c:48]2[cH:49][cH:50][cH:51][cH:52][cH:53]2)[cH:54][cH:55][cH:56][cH:57][cH:58]1>>[c:2]1([C:16]#[C:15][CH2:14][CH2:13][CH2:12][OH:17])[cH:3][cH:4][c:5]([C:6](=[O:7])[O:8][CH3:9])[cH:10][cH:11]1.